This data is from the Open Reaction Database (ORD), a public repository of structured organic reaction records. The task is: describe an organic reaction: reactants, conditions, products, and yield The reactants are CC1(CNC2=CC(=CC=C12)NC(C1=C(N=CC=C1)NCC1=C2C(=NC=C1)NC=C2)=O)C (N-(3,3-Dimethyl-2,3-dihydro-1H-indol-6-yl)-2-[(1H-pyrrolo[2,3-b]pyridin-4-ylmethyl)amino]nicotinamide), C(C)(C)(C)OC(=O)N1CC(C1)C(=O)O (azetidine-1,3-dicarboxylic acid 1-tert-butyl ester). The product is N1CC(C1)C(=O)N1CC(C2=CC=C(C=C12)NC(C1=C(N=CC=C1)NCC1=C2C(=NC=C1)NC=C2)=O)(C)C (N-[1-(Azetidin-3-ylcarbonyl)-3,3-dimethyl-2,3-dihydro-1H-indol-6-yl]-2-[(1H-pyrrolo[2,3-b]pyridin-4-ylmethyl)amino]nicotinamide). Reaction SMILES: [CH3:1][C:2]1([CH3:31])[C:10]2[C:5](=[CH:6][C:7]([NH:11][C:12](=[O:30])[C:13]3[CH:18]=[CH:17][CH:16]=[N:15][C:14]=3[NH:19][CH2:20][C:21]3[CH:26]=[CH:25][N:24]=[C:23]4[NH:27][CH:28]=[CH:29][C:22]=34)=[CH:8][CH:9]=2)[NH:4][CH2:3]1.C(OC([N:39]1[CH2:42][CH:41]([C:43](O)=[O:44])[CH2:40]1)=O)(C)(C)C>>[NH:39]1[CH2:42][CH:41]([C:43]([N:4]2[C:5]3[C:10](=[CH:9][CH:8]=[C:7]([NH:11][C:12](=[O:30])[C:13]4[CH:18]=[CH:17][CH:16]=[N:15][C:14]=4[NH:19][CH2:20][C:21]4[CH:26]=[CH:25][N:24]=[C:23]5[NH:27][CH:28]=[CH:29][C:22]=45)[CH:6]=3)[C:2]([CH3:31])([CH3:1])[CH2:3]2)=[O:44])[CH2:40]1. Reported procedure: The titled compound was prepared from N-(3,3-dimethyl-2,3-dihydro-1H-indol-6-yl)-2-[(1H-pyrrolo[2,3-b]pyridin-4-ylmethyl)amino]nicotinamide (Example 16) and azetidine-1,3-dicarboxylic acid 1-tert-butyl ester by the method described in Example 13. MS (ES+): 496 (M+H). Calc'd. for C28H29N7O2—495.58. RXN SMILES: Cl[CH2:2][CH2:3][CH2:4][C:5]([C:7]1[C:15]2[CH2:14][CH2:13][NH:12][CH2:11][C:10]=2[S:9][C:8]=1[CH2:16][CH3:17])=[O:6].Cl.[F:19][C:20]1[CH:34]=[CH:33][C:23]2[C:24]([CH:27]3[CH2:32][CH2:31][NH:30][CH2:29][CH2:28]3)=[N:25][O:26][C:22]=2[CH:21]=1.[C:35]([O-])(=O)[C:36]([O-])=[O:37]>>[C:36]([N:12]1[CH2:13][CH2:14][C:15]2[C:7]([C:5](=[O:6])[CH2:4][CH2:3][CH2:2][N:30]3[CH2:29][CH2:28][CH:27]([C:24]4[C:23]5[CH:33]=[CH:34][C:20]([F:19])=[CH:21][C:22]=5[O:26][N:25]=4)[CH2:32][CH2:31]3)=[C:8]([CH2:16][CH3:17])[S:9][C:10]=2[CH2:11]1)(=[O:37])[CH3:35] |f:1.2|. Reactants: ClCCCC(=O)C1=C(SC=2CNCCC21)CC (4-chlorobutyryl-4,5,6,7-tetrahydro-2-ethylthieno[2,3-c]pyridine), C(C(=O)[O-])(=O)[O-] (oxalate), Cl.FC1=CC2=C(C(=NO2)C2CCNCC2)C=C1 (4-(6-fluoro-1,2-benzisoxazol-3-yl)piperidine hydrochloride). Reported procedure: The reaction and procedure were conducted in a similar manner as in Example 24 using 1.5 g of 6-acetyl-3-(4-chlorobutyryl-4,5,6,7-tetrahydro-2-ethylthieno[2,3-c]pyridine and 1.2 g of 4-(6-fluoro-1,2-benzisoxazol-3-yl)piperidine hydrochloride to give 0.7 g of 6-acetyl-3-(4-(4-(6-fluoro-1,2-benzisoxazol-3-yl)piperidin-1-yl)butyryl)-4,5,6,7-tetrahydro-2-ethylthieno[2,3-c]pyridine as an oil, m.p. 93°-95° C. as oxalate 1/4 hydrate thereof. The product is C(C)(=O)N1CC2=C(CC1)C(=C(S2)CC)C(CCCN2CCC(CC2)C2=NOC1=C2C=CC(=C1)F)=O (6-acetyl-3-(4-(4-(6-fluoro-1,2-benzisoxazol-3-yl)piperidin-1-yl)butyryl)-4,5,6,7-tetrahydro-2-ethylthieno[2,3-c]pyridine). The reactants are ClC=1C2=C(N(C(CN1)=O)C)C=CC(=C2)C2=CC=CC=C2 (5-Chloro-1-methyl-7-phenyl-1,3-dihydro-benzo[e][1,4]diazepin-2-one), C(=O)C=1C=C(C=CC1)B(O)O (3-formylbenzene boronic acid), COC=1C=C(C=CC1)B(O)O (3-methoxyphenyl boronic acid). Yields the product COC=1C=C(C=CC1)C=1C2=C(N(C(CN1)=O)C)C=CC(=C2)C2=CC=CC=C2 (5-(3-Methoxy-phenyl)-1-methyl-7-phenyl-1,3-dihydro-benzo[e][1,4]diazepin-2-one). The yield is 10.0%. As a reaction SMILES: Cl[C:2]1[C:3]2[CH:14]=[C:13]([C:15]3[CH:20]=[CH:19][CH:18]=[CH:17][CH:16]=3)[CH:12]=[CH:11][C:4]=2[N:5]([CH3:10])[C:6](=[O:9])[CH2:7][N:8]=1.C(C1C=C(B(O)O)C=CC=1)=O.[CH3:32][O:33][C:34]1[CH:35]=[C:36](B(O)O)[CH:37]=[CH:38][CH:39]=1>>[CH3:32][O:33][C:34]1[CH:39]=[C:38]([C:2]2[C:3]3[CH:14]=[C:13]([C:15]4[CH:20]=[CH:19][CH:18]=[CH:17][CH:16]=4)[CH:12]=[CH:11][C:4]=3[N:5]([CH3:10])[C:6](=[O:9])[CH2:7][N:8]=2)[CH:37]=[CH:36][CH:35]=1. Procedure: Prepared from 5-Chloro-1-methyl-7-phenyl-1,3-dihydro-benzo[e][1,4]diazepin-2-one using the same method described for Example 9 and instead of using 3-formylbenzene boronic acid, we used 3-methoxyphenyl boronic acid. The title compound (11 mg) was obtained as a yellow solid, (yield=10%). Starting materials: Cl(=O)(=O)(=O)[O-].[N+](=O)([O-])C1=CC=C(O1)C1=NN(C=C1C=[N+](C)C)C1=CC=CC=C1 ([3-(5-nitro-2-furyl)-1-phenylpyrazol-4-ylmethylene]dimethylammonium perchlorate), CN(C=O)C (dimethylformamide), C(C)(=O)[O-].[Na+] (sodium acetate), C(NN)(=O)OCC (ethyl carbazate). Solvent: O (water). Reaction conditions: time 30 minute. The product is C(C)OC(=O)NN=CC=1C(=NN(C1)C1=CC=CC=C1)C=1OC(=CC1)[N+](=O)[O-] (3-(5-nitro-2-furyl)-1-phenylpyrazole-4-carboxaldehyde-ethoxycarbonylhydrazone). The yield is 95.0%. Reaction SMILES: Cl([O-])(=O)(=O)=O.[N+:6]([C:9]1[O:13][C:12]([C:14]2[C:18]([CH:19]=[N+](C)C)=[CH:17][N:16]([C:23]3[CH:28]=[CH:27][CH:26]=[CH:25][CH:24]=3)[N:15]=2)=[CH:11][CH:10]=1)([O-:8])=[O:7].C([O-])(=O)C.[Na+].[C:34]([O:38][CH2:39][CH3:40])(=[O:37])[NH:35][NH2:36].CN(C)C=O>O>[CH2:39]([O:38][C:34]([NH:35][N:36]=[CH:19][C:18]1[C:14]([C:12]2[O:13][C:9]([N+:6]([O-:8])=[O:7])=[CH:10][CH:11]=2)=[N:15][N:16]([C:23]2[CH:24]=[CH:25][CH:26]=[CH:27][CH:28]=2)[CH:17]=1)=[O:37])[CH3:40] |f:0.1,2.3|. Reported procedure: Add 2.0 g of [3-(5-nitro-2-furyl)-1-phenylpyrazol-4-ylmethylene]dimethylammonium perchlorate, 0.4 g. of anhydrous sodium acetate and 0.63 g of ethyl carbazate to 10.5 ml of dimethylformamide. Stir the resulting admixture for 30 minutes before adding 30 ml of water dropwise thereto to obtain a 95% yield of 3-(5-nitro-2-furyl)-1-phenylpyrazole-4-carboxaldehyde-ethoxycarbonylhydrazone [m.p. 200° to 201° C]. Reactants: C1CCOC1, B1C2CCCC1CCC2, [Na+], [OH-], OO, C=CCC(NC(=O)OCc1ccccc1)c1nc(-c2ccccc2)c(-c2ccccc2)o1. Yields the product O=C(NC(CCCO)c1nc(-c2ccccc2)c(-c2ccccc2)o1)OCc1ccccc1. RXN SMILES: [CH2:46]1[O:47][CH2:48][CH2:49][CH2:50]1.[CH:33]12[CH2:34][CH2:35][CH2:36][CH:37]([BH:38]1)[CH2:39][CH2:40][CH2:41]2.[Na+:43].[OH-:42].[OH:44][OH:45].[c:1]1(-[c:7]2[n:8][c:9]([CH:18]([CH2:19][CH:20]=[CH2:21])[NH:22][C:23](=[O:24])[O:25][CH2:26][c:27]3[cH:28][cH:29][cH:30][cH:31][cH:32]3)[o:10][c:11]2-[c:12]2[cH:13][cH:14][cH:15][cH:16][cH:17]2)[cH:2][cH:3][cH:4][cH:5][cH:6]1>>[c:1]1(-[c:7]2[n:8][c:9]([CH:18]([CH2:19][CH2:20][CH2:21][OH:42])[NH:22][C:23](=[O:24])[O:25][CH2:26][c:27]3[cH:28][cH:29][cH:30][cH:31][cH:32]3)[o:10][c:11]2-[c:12]2[cH:13][cH:14][cH:15][cH:16][cH:17]2)[cH:2][cH:3][cH:4][cH:5][cH:6]1. Reactants: ClC=1C=CC(=NC1)NC(=O)C1=C(C=CC(=C1)OC)NC(=O)C1=CC=C(C=C1)C#N (N-(5-chloro(2-pyridyl)){2-[(4-cyanophenyl)-carbonylamino]-5-methoxyphenyl}carboxamide), C(Cl)Cl (DCM), B(Br)(Br)Br (BBr3). Run at time 72 hour. The product is ClC=1C(=NC=CC1)NC(=O)C1=CC(=CC=C1NC(=O)C1=CC=C(C=C1)C#N)O (N-(chloro(2-pyridyl)){6-[(4-cyanophenyl)carbonylamino]-3-hydroxyphenyl}carboxamide). Yield: 90.0%. RXN SMILES: Cl[C:2]1[CH:3]=C[C:5]([NH:8][C:9]([C:11]2[CH:16]=[C:15]([O:17]C)[CH:14]=[CH:13][C:12]=2[NH:19][C:20]([C:22]2[CH:27]=[CH:26][C:25]([C:28]#[N:29])=[CH:24][CH:23]=2)=[O:21])=[O:10])=[N:6][CH:7]=1.B(Br)(Br)Br.[CH2:34]([Cl:36])Cl>>[Cl:36][C:34]1[C:5]([NH:8][C:9]([C:11]2[C:12]([NH:19][C:20]([C:22]3[CH:23]=[CH:24][C:25]([C:28]#[N:29])=[CH:26][CH:27]=3)=[O:21])=[CH:13][CH:14]=[C:15]([OH:17])[CH:16]=2)=[O:10])=[N:6][CH:7]=[CH:2][CH:3]=1. Procedure details: To a suspension of compound N-(5-chloro(2-pyridyl)){2-[(4-cyanophenyl)-carbonylamino]-5-methoxyphenyl}carboxamide (500 mg, 1.2 mmol) in DCM (100 mL) at −78° C. was added BBr3 (2 mL). The mixture was stirred at ambient temperatures for 72 hours. The solid was collected by filtration and was washed by DCM and water, dried under vacuum. The filtrate was concentrated and extracted with EtOAc. The organic extract was washed with brine, dried and evaporated. The resulting solid was combined with the s...